From a dataset of the Open Reaction Database (ORD), a public repository of structured organic reaction records. describe an organic reaction: reactants, conditions, products, and yield The reactants are CC[O-], CCO, CCOC=O, Cl, [Na+], Cc1cc(C(=O)Nc2ccc(C(=O)c3ccc4c(c3)NC(=O)C4)cc2)n(C(C)(C)C)n1. The product is Cc1cc(C(=O)Nc2ccc(C(=O)c3ccc4c(c3)NC(=O)C4=CO)cc2)n(C(C)(C)C)n1. Reaction SMILES: [CH3:38][CH2:39][O-:40].[CH3:42][CH2:43][OH:44].[CH:32](=[O:33])[O:34][CH2:35][CH3:36].[ClH:41].[Na+:37].[O:1]=[C:2]1[NH:3][c:4]2[cH:5][c:6]([C:11](=[O:12])[c:13]3[cH:14][cH:15][c:16]([NH:19][C:20](=[O:21])[c:22]4[n:23]([C:28]([CH3:29])([CH3:30])[CH3:31])[n:24][c:25]([CH3:27])[cH:26]4)[cH:17][cH:18]3)[cH:7][cH:8][c:9]2[CH2:10]1>>[O:1]=[C:2]1[NH:3][c:4]2[cH:5][c:6]([C:11](=[O:12])[c:13]3[cH:14][cH:15][c:16]([NH:19][C:20](=[O:21])[c:22]4[n:23]([C:28]([CH3:29])([CH3:30])[CH3:31])[n:24][c:25]([CH3:27])[cH:26]4)[cH:17][cH:18]3)[cH:7][cH:8][c:9]2[C:10]1=[CH:32][OH:33].